From a dataset of the Open Reaction Database (ORD), a public repository of structured organic reaction records. describe an organic reaction: reactants, conditions, products, and yield Reactants: [C-]#N, C1CCOC1, CO, Cc1cc(COCCCCC(Oc2ccc(F)c(C)c2)C(=O)N2C(=O)OCC2C(C)C)ccc1F, [K+], NO, O. Product: Cc1cc(COCCCCC(Oc2ccc(F)c(C)c2)C(=O)NO)ccc1F. Reaction SMILES: [C-:40]#[N:41].[CH2:43]1[O:44][CH2:45][CH2:46][CH2:47]1.[CH3:36][OH:37].[F:1][c:2]1[c:3]([CH3:35])[cH:4][c:5]([CH2:6][O:7][CH2:8][CH2:9][CH2:10][CH2:11][CH:12]([C:13](=[O:14])[N:15]2[CH:16]([CH:17]([CH3:18])[CH3:19])[CH2:20][O:21][C:22]2=[O:23])[O:24][c:25]2[cH:26][c:27]([CH3:32])[c:28]([F:31])[cH:29][cH:30]2)[cH:33][cH:34]1.[K+:42].[NH2:38][OH:39].[OH2:48]>>[F:1][c:2]1[c:3]([CH3:35])[cH:4][c:5]([CH2:6][O:7][CH2:8][CH2:9][CH2:10][CH2:11][CH:12]([C:13](=[O:14])[NH:15][OH:37])[O:24][c:25]2[cH:26][c:27]([CH3:32])[c:28]([F:31])[cH:29][cH:30]2)[cH:33][cH:34]1. Reactants: CP(OC)(OC)=O (dimethyl methylphosphonate), 1.55-M, COCCCCCC(=O)OC (methyl 6-methoxy-caproate), C(C)(=O)O (acetic acid). Run in C1CCOC1 (THF), C1CCOC1 (THF). Conditions: temperature -60 celsius, time 30 minute. Yields the product COCCCCCC(CP(OC)(OC)=O)=O (Dimethyl (7-methoxy-2-oxoheptyl)phosphonate). As a reaction SMILES: [CH3:1][P:2](=[O:7])([O:5][CH3:6])[O:3][CH3:4].[CH3:8][O:9][CH2:10][CH2:11][CH2:12][CH2:13][CH2:14][C:15](OC)=[O:16].C(O)(=O)C>C1COCC1>[CH3:8][O:9][CH2:10][CH2:11][CH2:12][CH2:13][CH2:14][C:15](=[O:16])[CH2:1][P:2](=[O:7])([O:5][CH3:6])[O:3][CH3:4]. Reported procedure: A solution of dimethyl methylphosphonate (8.88 g) in THF (60 ml) was cooled to -60° C. , to which n-butylithium (1.55-M, 46.2 ml) was added dropwise. After addition, the solution was stirred at -60° C. for 30 minutes. A solution of methyl 6-methoxy-caproate (5.65 g) in THF (50 ml) was added dropwise to the resulting solution and held at -60° C. overnight, and at room temperature for 2 hours. After the reaction solution was cooled to 0° C., the reaction was neutralized by addition of acetic acid ... Reactants: FC(C=1C=C(C=C(C1)C(F)(F)F)[C@@H]1[C@@H](N(C(O1)=O)CC1=C(C=CC(=C1)C(F)(F)F)C(CC)NC(C)C)C)(F)F ((4S,5R)-5-[3,5-bis(trifluoromethyl)phenyl]-3-[2-[1-(isopropylamino)propyl]-5-(trifluoromethyl)benzyl]-4-methyl-1,3-oxazolidin-2-one), C(C)=O (acetaldehyde), [BH-](OC(=O)C)(OC(=O)C)OC(=O)C.[Na+] (NaBH(OAc)3). The solvent is ClC(C)Cl (dichloroethane), CCOC(=O)C (EtOAc). Run at time 16 hour. Yields the product FC(C=1C=C(C=C(C1)C(F)(F)F)[C@@H]1[C@@H](N(C(O1)=O)CC1=C(C=CC(=C1)C(F)(F)F)C(CC)N(C(C)C)CC)C)(F)F ((4S,5R)-5-[3,5-bis(trifluoromethyl)phenyl]-3-[2 {1-[ethyl(isopropyl)amino]propyl}-5-(trifluoromethyl)benzyl]-4-methyl-1,3-oxazolidin-2-one). As a reaction SMILES: [F:1][C:2]([F:39])([F:38])[C:3]1[CH:4]=[C:5]([C@H:13]2[O:17][C:16](=[O:18])[N:15]([CH2:19][C:20]3[CH:25]=[C:24]([C:26]([F:29])([F:28])[F:27])[CH:23]=[CH:22][C:21]=3[CH:30]([NH:33][CH:34]([CH3:36])[CH3:35])[CH2:31][CH3:32])[C@H:14]2[CH3:37])[CH:6]=[C:7]([C:9]([F:12])([F:11])[F:10])[CH:8]=1.[CH:40](=O)[CH3:41].[BH-](OC(C)=O)(OC(C)=O)OC(C)=O.[Na+]>ClC(Cl)C.CCOC(C)=O>[F:39][C:2]([F:1])([F:38])[C:3]1[CH:4]=[C:5]([C@H:13]2[O:17][C:16](=[O:18])[N:15]([CH2:19][C:20]3[CH:25]=[C:24]([C:26]([F:27])([F:28])[F:29])[CH:23]=[CH:22][C:21]=3[CH:30]([N:33]([CH2:40][CH3:41])[CH:34]([CH3:35])[CH3:36])[CH2:31][CH3:32])[C@H:14]2[CH3:37])[CH:6]=[C:7]([C:9]([F:11])([F:10])[F:12])[CH:8]=1 |f:2.3|. Procedure: To a solution of (4S,5R)-5-[3,5-bis(trifluoromethyl)phenyl]-3-[2-[1-(isopropylamino)propyl]-5-(trifluoromethyl)benzyl]-4-methyl-1,3-oxazolidin-2-one (28.5 mg, 0.0500 mmol) in dichloroethane (1 mL) was added acetaldehyde (2 mL) and NaBH(OAc)3 (excess). The reaction was stirred at room temperature for 16 hours, and then diluted with EtOAc (10 mL) and washed with water and brine (5 mL each). The organic layer was dried over Na2SO4, filtered, and concentrated. Purification by PTLC (50% EtOAc/hexanes...